Dataset: the Open Reaction Database (ORD), a public repository of structured organic reaction records. Task: describe an organic reaction: reactants, conditions, products, and yield The solvent is CN(C=O)C (N,N-dimethylformamide). Procedure details: To a round-bottom flask was added a solution of 4-(1-(5-(5-ethyl-4H-1,2,4-triazol-3-yl)-4-fluoro-2-methylbenzoyl)piperidin-4-yl)benzonitrile (compound 258.2, 20 mg, 0.050 mmol, 1.0 equiv) in N,N-dimethylformamide (3 mL). Sodium thiomethoxide (70 mg, 0.10 mmol, 2.0 equiv) was added to the reaction. The resulting mixture was stirred for 15 h at 110° C. in an oil bath, and then cooled to ambient temperature and quenched with 100 mL of ice water. The mixture was extracted with 50 mL of ethyl acetate... Isolated yield 18.0%. RXN SMILES: [CH2:1]([C:3]1[NH:4][C:5]([C:8]2[C:9](F)=[CH:10][C:11]([CH3:30])=[C:12]([C:14]([N:16]3[CH2:21][CH2:20][CH:19]([C:22]4[CH:29]=[CH:28][C:25]([C:26]#[N:27])=[CH:24][CH:23]=4)[CH2:18][CH2:17]3)=[O:15])[CH:13]=2)=[N:6][N:7]=1)[CH3:2].[CH3:32][S-:33].[Na+]>CN(C)C=O>[CH2:1]([C:3]1[NH:4][C:5]([C:8]2[C:9]([S:33][CH3:32])=[CH:10][C:11]([CH3:30])=[C:12]([CH:13]=2)[C:14]([N:16]2[CH2:21][CH2:20][CH:19]([C:22]3[CH:29]=[CH:28][C:25]([C:26]#[N:27])=[CH:24][CH:23]=3)[CH2:18][CH2:17]2)=[O:15])=[N:6][N:7]=1)[CH3:2] |f:1.2|. Starting materials: C(C)C=1NC(=NN1)C=1C(=CC(=C(C1)C(=O)N1CCC(CC1)C1=CC=C(C#N)C=C1)C)F (4-(1-[[5-(5-ethyl-4H-1,2,4-triazol-3-yl)-4-fluoro-2-methylphenyl]carbonyl]piperidin-4-yl)benzonitrile), C(C)C=1NC(=NN1)C=1C(=CC(=C(C1)C(=O)N1CCC(CC1)C1=CC=C(C#N)C=C1)C)F (4-(1-[[5-(5-ethyl-4H-1,2,4-triazol-3-yl)-4-fluoro-2-methylphenyl]carbonyl]piperidin-4-yl)benzonitrile), C[S-].[Na+] (Sodium thiomethoxide). Product: C(C)C=1NC(=NN1)C=1C(=CC(=C(C(=O)N2CCC(CC2)C2=CC=C(C#N)C=C2)C1)C)SC (4-(1-(5-(5-Ethyl-4H-1,2,4-triazol-3-yl)-2-methyl-4-(methylthio)benzoyl)piperidin-4-yl)benzonitrile). Reaction conditions: temperature 110 celsius, time 15 hour. Reactants: O=C1N(CC2=CC=CC=C12)C1=C(C=C(C=C1)N1C(O[C@H](C1)COS(=O)(=O)C)=O)F ((5R)-3-[4-(1,3-Dihydro-1-oxo-2H-isoindol-2-yl)-3-fluorophenyl]-5-[[(methylsulfonyl)oxy]methyl]-2-oxazolidinone), [N-]=[N+]=[N-].[Na+] (sodium azide), O (water). Solvent: CN(C)C=O (DMF). Conditions: temperature 70 celsius. Yields the product N(=[N+]=[N-])C[C@H]1CN(C(O1)=O)C1=CC(=C(C=C1)N1C(C2=CC=CC=C2C1)=O)F ((5R)-5-(Azidomethyl)-3-[4-(1,3-dihydro-1-oxo-2H-isoindol-2-yl)-3-fluorophenyl]-2-oxazolidinone). Yield: 73.4%. RXN SMILES: [O:1]=[C:2]1[C:10]2[C:5](=[CH:6][CH:7]=[CH:8][CH:9]=2)[CH2:4][N:3]1[C:11]1[CH:16]=[CH:15][C:14]([N:17]2[CH2:21][C@H:20]([CH2:22]OS(C)(=O)=O)[O:19][C:18]2=[O:28])=[CH:13][C:12]=1[F:29].[N-:30]=[N+:31]=[N-:32].[Na+].O>CN(C=O)C>[N:30]([CH2:22][C@@H:20]1[O:19][C:18](=[O:28])[N:17]([C:14]2[CH:15]=[CH:16][C:11]([N:3]3[CH2:4][C:5]4[C:10](=[CH:9][CH:8]=[CH:7][CH:6]=4)[C:2]3=[O:1])=[C:12]([F:29])[CH:13]=2)[CH2:21]1)=[N+:31]=[N-:32] |f:1.2|. Procedure details: To the mesylate from Example 2 (0.95 g, 1.78 mmols) in DMF (25 mL) was added sodium azide (0.47 g, 7.23 mmols) and heated to 70° C. for 16 hrs. After cooling to rt water was added and the mixture extracted with ethyl acetate (6×25 mL), washed with brine (4×10 mL), dried over Na2SO4, concentrated to give 0.48 g of a tan solid. MS (M+1)=354 m/z. Reactants: C(C1=CC=CC=C1)(C1=CC=CC=C1)(C1=CC=CC=C1)NC=1SC=C(N1)/C(/C(=O)NC1[C@@H]2N(C(=C(CS2)CCl)C(=O)OCC2=CC=C(C=C2)OC)C1=O)=N/O[C@@H](C)C(=O)OC(C1=CC=CC=C1)C1=CC=CC=C1 (p-methoxybenzyl 7-[(Z)-2-(2-tritylaminothiazol-4-yl)-2-{(S)-1-diphenylmethoxycarbonylethoxyimino}acetamido]-3-chloromethyl-3-cephem-4-carboxylate), SC=1SC2=C(C=NC=C2)N1 (2-mercaptothiazolo[4,5-c]pyridine). The product is C(C1=CC=CC=C1)(C1=CC=CC=C1)(C1=CC=CC=C1)NC=1SC=C(N1)/C(/C(=O)NC1[C@@H]2N(C(=C(CS2)CSC=2SC3=C(C=NC=C3)N2)C(=O)OCC2=CC=C(C=C2)OC)C1=O)=N/O[C@@H](C)C(=O)OC(C1=CC=CC=C1)C1=CC=CC=C1 (p-methoxybenzyl 7-[(Z)-2-(2-tritylaminothiazol-4-yl)-2-{(S)-1-diphenylmethoxycarbonylethoxyimino}acetamido]-3-(thiazolo[4,5-c]pyridin-2-yl)thiomethyl-3-cephem-4-carboxylate). Isolated yield 79.9%. As a reaction SMILES: [C:1]([NH:20][C:21]1[S:22][CH:23]=[C:24](/[C:26](=[N:53]/[O:54][C@H:55]([C:57]([O:59][CH:60]([C:67]2[CH:72]=[CH:71][CH:70]=[CH:69][CH:68]=2)[C:61]2[CH:66]=[CH:65][CH:64]=[CH:63][CH:62]=2)=[O:58])[CH3:56])/[C:27]([NH:29][CH:30]2[C:51](=[O:52])[N:32]3[C:33]([C:39]([O:41][CH2:42][C:43]4[CH:48]=[CH:47][C:46]([O:49][CH3:50])=[CH:45][CH:44]=4)=[O:40])=[C:34]([CH2:37]Cl)[CH2:35][S:36][C@H:31]23)=[O:28])[N:25]=1)([C:14]1[CH:19]=[CH:18][CH:17]=[CH:16][CH:15]=1)([C:8]1[CH:13]=[CH:12][CH:11]=[CH:10][CH:9]=1)[C:2]1[CH:7]=[CH:6][CH:5]=[CH:4][CH:3]=1.[SH:73][C:74]1[S:75][C:76]2[CH:81]=[CH:80][N:79]=[CH:78][C:77]=2[N:82]=1>>[C:1]([NH:20][C:21]1[S:22][CH:23]=[C:24](/[C:26](=[N:53]/[O:54][C@H:55]([C:57]([O:59][CH:60]([C:67]2[CH:72]=[CH:71][CH:70]=[CH:69][CH:68]=2)[C:61]2[CH:66]=[CH:65][CH:64]=[CH:63][CH:62]=2)=[O:58])[CH3:56])/[C:27]([NH:29][CH:30]2[C:51](=[O:52])[N:32]3[C:33]([C:39]([O:41][CH2:42][C:43]4[CH:48]=[CH:47][C:46]([O:49][CH3:50])=[CH:45][CH:44]=4)=[O:40])=[C:34]([CH2:37][S:73][C:74]4[S:75][C:76]5[CH:81]=[CH:80][N:79]=[CH:78][C:77]=5[N:82]=4)[CH2:35][S:36][C@H:31]23)=[O:28])[N:25]=1)([C:14]1[CH:19]=[CH:18][CH:17]=[CH:16][CH:15]=1)([C:8]1[CH:13]=[CH:12][CH:11]=[CH:10][CH:9]=1)[C:2]1[CH:7]=[CH:6][CH:5]=[CH:4][CH:3]=1. Procedure details: Using 306 mg of p-methoxybenzyl 7-[(Z)-2-(2-tritylaminothiazol-4-yl)-2-{(S)-1-diphenylmethoxycarbonylethoxyimino}acetamido]-3-chloromethyl-3-cephem-4-carboxylate in place of p-methoxybenzyl 7-{(Z)-2-(2-tritylaminothiazol-4-yl)-2-methoxyiminoacetamido}-3-chloromethyl-3-cephem-4-carboxylate and 56 mg of 2-mercaptothiazolo[4,5-c]pyridine, the reaction and purification were carried out in the same manner as in Example 1(a) to obtain 276 mg of the title compound in a yield of 80%. Reactants: O.NN (Hydrazine monohydrate), CN(/C=C/C(=O)C1=C2C=CN3C2=C(C=C1C1=CC=C(C=C1)F)CNCC3=O)C (7-[(E)-3-Dimethylamino-allanoyl]-6-(4-fluoro-phenyl)-3,4-dihydro-2H-[1,4]diazepino[6,7,1-hi]indol-1-one). Run in C1CCOC1 (THF). Conditions: time 42 hour. Yields the product FC1=CC=C(C=C1)C=1C(=C2C=CN3C2=C(C1)CNCC3=O)C=3NN=CC3 (6-(4-Fluoro-phenyl)-7-(2H-pyrazol-3-yl)-3,4-dihydro-2H-[1,4]diazepino[6,7,1-hi]indol-1-one). The yield is 22.5%. As a reaction SMILES: O.[NH2:2]N.C[N:5](C)/[CH:6]=[CH:7]/[C:8]([C:10]1[C:18]([C:19]2[CH:24]=[CH:23][C:22]([F:25])=[CH:21][CH:20]=2)=[CH:17][C:16]2[CH2:26][NH:27][CH2:28][C:29](=[O:30])[N:14]3[C:15]=2[C:11]=1[CH:12]=[CH:13]3)=O>C1COCC1>[F:25][C:22]1[CH:21]=[CH:20][C:19]([C:18]2[C:10]([C:8]3[NH:2][N:5]=[CH:6][CH:7]=3)=[C:11]3[C:15]4=[C:16]([CH2:26][NH:27][CH2:28][C:29](=[O:30])[N:14]4[CH:13]=[CH:12]3)[CH:17]=2)=[CH:24][CH:23]=1 |f:0.1|. Procedure: Hydrazine monohydrate (5.14 mmol, 0.26 mL) was added to a solution of 7-[(E)-3-Dimethylamino-allanoyl]-6-(4-fluoro-phenyl)-3,4-dihydro-2H-[1,4]diazepino[6,7,1-hi]indol-1-one (Example 159) (0.257 mmol, 0.097 g) in 10 mL THF at rt. The reaction mixture was stirred for 42 h. The reaction mixture was evaporated to dryness. The residue was taken up in 2N HCl and extracted with EtOAc several times. The combined organic layers was dried over anhydrous MgSO4 and concentrated to give a yellow oil which w... As a reaction SMILES: [OH:1][N:2]1[C:6]2[CH:7]=[C:8]([Cl:11])[CH:9]=[CH:10][C:5]=2[N:4]=[N:3]1.CCOCC.[Cl:17][C:18]1[CH:23]=[CH:22][C:21]([S:24](Cl)(=[O:26])=[O:25])=[CH:20][CH:19]=1>[OH-].[Na+]>[Cl:17][C:18]1[CH:23]=[CH:22][C:21]([S:24]([O:1][N:2]2[C:6]3[CH:7]=[C:8]([Cl:11])[CH:9]=[CH:10][C:5]=3[N:4]=[N:3]2)(=[O:26])=[O:25])=[CH:20][CH:19]=1 |f:3.4|. The solvent is [OH-].[Na+] (sodium hydroxide). Procedure: In 1 N aqueous sodium hydroxide (300 ml) is dissolved 1-hydroxy-6-chloro-1,2,3-benzotriazole (38 g) and thereto is added ether (100 ml). To the solution is added dropwise p-chlorobenzenesulfonyl chloride (57 g) with stirring under ice-cooling during 15 minutes, and the mixture is stirred at the same temperature for 70 minutes. The reaction mixture is extracted with ethyl acetate. The extract is washed with a saturated aqueous sodium hydrogen carbonate and water in order and dried over anhydrous ... The product is ClC1=CC=C(C=C1)S(=O)(=O)ON1N=NC2=C1C=C(C=C2)Cl (1-(p-chlorobenzenesulfonyloxy)-6-chloro-1,2,3-benzotriazole). The reactants are ON1N=NC2=C1C=C(C=C2)Cl (1-hydroxy-6-chloro-1,2,3-benzotriazole), CCOCC (ether), ClC1=CC=C(C=C1)S(=O)(=O)Cl (p-chlorobenzenesulfonyl chloride). Isolated yield 91.4%. The reactants are N[C@@H](CC(=O)O)C1=CC=CC=C1 ((S)-3-amino-3-phenylpropionic acid), CO (methanol), S(O)(O)(=O)=O (sulfuric acid). The product is N[C@@H](CC(=O)OC)C1=CC=CC=C1 (Methyl (S)-3-amino-3-phenylpropionate). RXN SMILES: [NH2:1][C@H:2]([C:7]1[CH:12]=[CH:11][CH:10]=[CH:9][CH:8]=1)[CH2:3][C:4]([OH:6])=[O:5].S(=O)(=O)(O)O.[CH3:18]O>>[NH2:1][C@H:2]([C:7]1[CH:12]=[CH:11][CH:10]=[CH:9][CH:8]=1)[CH2:3][C:4]([O:6][CH3:18])=[O:5]. Procedure: 2.3 g (11.65 mmol) of (S)-3-amino-3-phenylpropionic acid are introduced in 100 ml of methanol and admixed with a catalytic amount of concentrated sulfuric acid (0.02 eq.). The reaction mixture is heated at reflux for 24 h and then concentrated. The crude product can be used without further purification in the next stage.